Dataset: the Open Reaction Database (ORD), a public repository of structured organic reaction records. Task: describe an organic reaction: reactants, conditions, products, and yield Starting materials: C(C)(C)(C)OC(CN1C(=C(C2=CC=CC=C12)C1NS(C2=C1C=CC=C2)(=O)=O)C)=O ([3-(1,1-Dioxo-2,3-dihydro-1H-1λ6-benzo[d]isothiazol-3-yl)-2-methyl-indol-1-yl]-acetic acid tert-butyl ester), BrCC(=O)OCC (ethyl bromoacetate). The product is C(C)OC(=O)CN1S(C2=C(C1C1=C(N(C3=CC=CC=C13)CC(=O)O)C)C=CC=C2)(=O)=O ([3-(2-Ethoxycarbonylmethyl-1,1-dioxo-2,3-dihydro-1H-1λ6-benzo[d]isothiazol-3-yl)-2-methyl-indol-1-yl]-acetic acid). As a reaction SMILES: C([O:5][C:6](=[O:29])[CH2:7][N:8]1[C:16]2[C:11](=[CH:12][CH:13]=[CH:14][CH:15]=2)[C:10]([CH:17]2[C:21]3[CH:22]=[CH:23][CH:24]=[CH:25][C:20]=3[S:19](=[O:27])(=[O:26])[NH:18]2)=[C:9]1[CH3:28])(C)(C)C.Br[CH2:31][C:32]([O:34][CH2:35][CH3:36])=[O:33]>>[CH2:35]([O:34][C:32]([CH2:31][N:18]1[CH:17]([C:10]2[C:11]3[C:16](=[CH:15][CH:14]=[CH:13][CH:12]=3)[N:8]([CH2:7][C:6]([OH:29])=[O:5])[C:9]=2[CH3:28])[C:21]2[CH:22]=[CH:23][CH:24]=[CH:25][C:20]=2[S:19]1(=[O:27])=[O:26])=[O:33])[CH3:36]. Procedure details: The title compound was prepared by the method described for example 14 using the product from example 3, step c) and ethyl bromoacetate. MS: ESI (negative): 441 (M−H).